From a dataset of the Open Reaction Database (ORD), a public repository of structured organic reaction records. describe an organic reaction: reactants, conditions, products, and yield Reactants: CO, Nc1cccc(C(=O)O)c1F, O=S(Cl)Cl. The product is COC(=O)c1cccc(N)c1F. RXN SMILES: [CH3:16][OH:17].[NH2:1][c:2]1[c:3]([F:11])[c:4]([C:5](=[O:6])[OH:7])[cH:8][cH:9][cH:10]1.[S:12]([Cl:13])([Cl:14])=[O:15]>>[NH2:1][c:2]1[c:3]([F:11])[c:4]([C:5]([O:6][CH3:16])=[O:7])[cH:8][cH:9][cH:10]1. The reactants are C1(=CC=CC=C1)C (Toluene), Cl (hydrochloric acid), CC1=C(OCC2=C(C=CC=C2)C(C(=O)N)=NOC)C=C(C=C1)C (2-[2-(2,5-dimethylphenoxymethyl)phenyl]-2-methoxyiminoacetamide). Solvent: O (water). Reaction conditions: temperature 85 celsius, time 2 hour. Product: CC1=C(OCC2=C(C=CC=C2)\C(\C(=O)N)=N/OC)C=C(C=C1)C ((E)-2-[2-(2,5-dimethylphenoxymethyl)phenyl]-2-methoxyiminoacetamide). Yield: 81.6%. Reaction SMILES: C1(C)C=CC=CC=1.Cl.[CH3:9][C:10]1[CH:30]=[CH:29][C:28]([CH3:31])=[CH:27][C:11]=1[O:12][CH2:13][C:14]1[CH:19]=[CH:18][CH:17]=[CH:16][C:15]=1[C:20](=[N:24][O:25][CH3:26])[C:21]([NH2:23])=[O:22]>O>[CH3:9][C:10]1[CH:30]=[CH:29][C:28]([CH3:31])=[CH:27][C:11]=1[O:12][CH2:13][C:14]1[CH:19]=[CH:18][CH:17]=[CH:16][C:15]=1/[C:20](=[N:24]\[O:25][CH3:26])/[C:21]([NH2:23])=[O:22]. Procedure: Toluene (4 ml) and conc. hydrochloric acid (0.8 ml) were added to 2-[2-(2,5-dimethylphenoxymethyl)phenyl]-2-methoxyiminoacetamide (E/Z=15/85) (1.25 g, 4.0 mmol), and the mixture was stirred at 85° C. for 2 hours. After the reaction, water (80 ml) was added. The mixture was extracted with toluene (80 ml), dried over anhydrous magnesium sulfate, and concentrated under reduced pressure to give crystals. The crystals were recrystallized from n-hexane/ethyl acetate to give (E)-2-[2-(2,5-dimethylpheno... The product is C(CCCC)NCC1=C(C=CC(=C1)Br)OC (N-pentyl-(5-bromo-2-methoxyphenyl) methylamine). Starting materials: Cl (hydrochloric acid), C(CCCC)N (n-pentylamine), BrC=1C=CC(=C(C=O)C1)OC (5-bromo-2-methoxybenzaldehyde), [BH4-].[Na+] (sodium borohydride), [BH4-].[Na+] (sodium borohydride), [OH-].[Na+] (sodium hydroxide). Procedure details: Ethyl alcohol (150 ml) and n-pentylamine (12.7 g, 0.146 mol) were added to 5-bromo-2-methoxybenzaldehyde (30.0 g, 0.14 mol), and the mixture was stirred at room temperature for 2 hours. The reaction mixture was cooled to 5° C., added with sodium borohydride (7.9 g, 0.209 mol), and then stirred at room temperature for 8 hours. The reaction mixture was added with water (50 ml) and aqueous 6N hydrochloric acid to decompose excess sodium borohydride, made alkaline with 25% aqueous sodium hydroxide, ... The solvent is O (water), C(C)O (Ethyl alcohol). RXN SMILES: [CH2:1]([NH2:6])[CH2:2][CH2:3][CH2:4][CH3:5].[Br:7][C:8]1[CH:9]=[CH:10][C:11]([O:16][CH3:17])=[C:12]([CH:15]=1)[CH:13]=O.[BH4-].[Na+].Cl.[OH-].[Na+]>O.C(O)C>[CH2:1]([NH:6][CH2:13][C:12]1[CH:15]=[C:8]([Br:7])[CH:9]=[CH:10][C:11]=1[O:16][CH3:17])[CH2:2][CH2:3][CH2:4][CH3:5] |f:2.3,5.6|. Run at time 2 hour. Isolated yield 94.8%. The reactants are [N+](=O)([O-])C1=CC2=C(N=C(O2)C)C(=C1)O (6-nitro-4-hydroxy-2-methylbenzoxazole), [H][H] (hydrogen). The reagents and catalysts are [Pd] (palladium on carbon). The solvent is C1CCOC1 (THF), CO (methanol). Yields the product NC1=CC2=C(N=C(O2)C)C(=C1)O (6-Amino-4-hydroxy-2-methylbenzoxazole). RXN SMILES: [N+:1]([C:4]1[CH:13]=[C:12]([OH:14])[C:7]2[N:8]=[C:9]([CH3:11])[O:10][C:6]=2[CH:5]=1)([O-])=O.[H][H]>C1COCC1.CO.[Pd]>[NH2:1][C:4]1[CH:13]=[C:12]([OH:14])[C:7]2[N:8]=[C:9]([CH3:11])[O:10][C:6]=2[CH:5]=1. Procedure: To a solution of 6-nitro-4-hydroxy-2-methylbenzoxazole (5.1 g, 0.026 mole) in THF (100 ml) and methanol (50 ml) were added about 0.5 g of 10 percent palladium on carbon. The mixture was placed on the Parr-shaker apparatus and hydrogenated two hours. At this time hydrogen uptake was complete (6.3 psi, 0.079 mole). The catalyst was removed and the solvents were removed under reduced pressure. The resulting off-white solid (4.1 g, 97.0 percent) was collected and dried. TLC showed the product to be ... Reactants: C(C)OC(=O)N1CCN(CC1)C([C@H](CCC(=O)OC(C)(C)C)NC(=O)C1=NN(C(=C1)O[C@H](C)C(=O)OCC1=CC=CC=C1)C1=CC=CC=C1)=O (4-((S)-2-{[5-((R)-1-Benzyloxycarbonyl-ethoxy)-1-phenyl-1H-pyrazole-3-carbonyl]-amino}-4-tert-butoxycarbonyl-butyryl)-piperazine-1-carboxylic acid ethyl ester). Solvent: C(C)(=O)OCC (ethyl acetate). Conditions: time 16 hour. The product is C(C)OC(=O)N1CCN(CC1)C([C@H](CCC(=O)OC(C)(C)C)NC(=O)C1=NN(C(=C1)O[C@H](C)C(=O)O)C1=CC=CC=C1)=O (4-((S)-4-tert-Butoxycarbonyl-2-{[5-((R)-1-carboxy-ethoxy)-1-phenyl-1H-pyrazole-3-carbonyl]-amino}-butyryl)-piperazine-1-carboxylic acid ethyl ester). As a reaction SMILES: [CH2:1]([O:3][C:4]([N:6]1[CH2:11][CH2:10][N:9]([C:12](=[O:50])[C@@H:13]([NH:23][C:24]([C:26]2[CH:30]=[C:29]([O:31][C@@H:32]([C:34]([O:36]CC3C=CC=CC=3)=[O:35])[CH3:33])[N:28]([C:44]3[CH:49]=[CH:48][CH:47]=[CH:46][CH:45]=3)[N:27]=2)=[O:25])[CH2:14][CH2:15][C:16]([O:18][C:19]([CH3:22])([CH3:21])[CH3:20])=[O:17])[CH2:8][CH2:7]1)=[O:5])[CH3:2]>C(OCC)(=O)C>[CH2:1]([O:3][C:4]([N:6]1[CH2:11][CH2:10][N:9]([C:12](=[O:50])[C@@H:13]([NH:23][C:24]([C:26]2[CH:30]=[C:29]([O:31][C@@H:32]([C:34]([OH:36])=[O:35])[CH3:33])[N:28]([C:44]3[CH:49]=[CH:48][CH:47]=[CH:46][CH:45]=3)[N:27]=2)=[O:25])[CH2:14][CH2:15][C:16]([O:18][C:19]([CH3:22])([CH3:21])[CH3:20])=[O:17])[CH2:8][CH2:7]1)=[O:5])[CH3:2]. Procedure: To a solution of 5.90 g 4-((S)-2-{[5-((R)-1-Benzyloxycarbonyl-ethoxy)-1-phenyl-1H-pyrazole-3-carbonyl]-amino}-4-tert-butoxycarbonyl-butyryl)-piperazine-1-carboxylic acid ethyl ester in 30 ml ethyl acetate were added under argon 1.0 g Pd/C (10%) and the suspension was stirred under an atmosphere of hydrogen (1 bar) for 16 h. The suspension was filtered over a plug of Celite® and washed with ethyl acetate. The crude product obtained after evaporation of the solvent was dried under vacuo. Yield: 4.... Reactants: FC=1C=C(C=CC1)CN ((3-fluorophenyl)methanamine), ClC1=NC(N2C(N(CCC2)C)=C1)=O (8-chloro-1-methyl-3,4-dihydro-1H-pyrimido[1,6-a]pyrimidin-6(2H)-one). The product is FC=1C=C(CNC2=NC(N3C(N(CCC3)C)=C2)=O)C=CC1 (8-(3-Fluoro-benzylamino)-1-methyl-1,2,3,4-tetrahydro-pyrimido[1,6-a]pyrimidin-6-one). RXN SMILES: [F:1][C:2]1[CH:3]=[C:4]([CH2:8][NH2:9])[CH:5]=[CH:6][CH:7]=1.Cl[C:11]1[CH:21]=[C:15]2[N:16]([CH3:20])[CH2:17][CH2:18][CH2:19][N:14]2[C:13](=[O:22])[N:12]=1>>[F:1][C:2]1[CH:3]=[C:4]([CH:5]=[CH:6][CH:7]=1)[CH2:8][NH:9][C:11]1[CH:21]=[C:15]2[N:16]([CH3:20])[CH2:17][CH2:18][CH2:19][N:14]2[C:13](=[O:22])[N:12]=1. Reported procedure: The title compound or its salt was prepared by a procedure similar to that described for E59 starting from (3-fluorophenyl)methanamine and 8-chloro-1-methyl-3,4-dihydro-1H-pyrimido[1,6-a]pyrimidin-6(2H)-one.